Dataset: the Open Reaction Database (ORD), a public repository of structured organic reaction records. Task: describe an organic reaction: reactants, conditions, products, and yield Reactants: C(CO)O (ethylene glycol), C(C)(C)(C)O (t-butanol), C(CCCCCCCCCCC)(=O)OCCN1C(NC2(C1=O)CC(NC(C2)(C)C)(C)C)=O (3-(2-lauroyloxyethyl)-7,7,9,9-tetramethyl-1,3,8-triazaspiro[4.5]decane-2,4-dione), O1C(COC2=CC=C(C=C2)C(C)(C)C2=CC=C(C=C2)OCC2CO2)C1 (2,2-bis[p-(2,3-epoxypropoxy)phenyl]propane). Solvent: C1=CC=CC=C1 (benzene), CO (methanol), C(C)(=O)OCC (ethyl acetate), C1=CC=CC=C1 (benzene). Conditions: time 1 hour. The product is OC(COC1=CC=C(C=C1)C(C)(C)C1=CC=C(C=C1)OCC(CN1C(CC2(C(N(C(N2)=O)CCOC(CCCCCCCCCCC)=O)=O)CC1(C)C)(C)C)O)CN1C(CC2(C(N(C(N2)=O)CCOC(CCCCCCCCCCC)=O)=O)CC1(C)C)(C)C (2,2-bis[4-{2-hydroxy-3-[3-(2-lauroyloxyethyl)-7,7,9,9-tetramethyl-2,4-dioxo-1,3,8-triazaspiro[4.5]dec-8-yl]propoxy}phenyl]propane). As a reaction SMILES: [CH2:1]([OH:4])[CH2:2]O.[C:5]([OH:9])([CH3:8])([CH3:7])C.[C:10]([O:23][CH2:24][CH2:25][N:26]1[C:30](=[O:31])[C:29]2([CH2:36][C:35]([CH3:38])([CH3:37])[NH:34][C:33]([CH3:40])([CH3:39])[CH2:32]2)[NH:28][C:27]1=[O:41])(=[O:22])[CH2:11][CH2:12][CH2:13][CH2:14][CH2:15][CH2:16][CH2:17][CH2:18][CH2:19][CH2:20][CH3:21].O1CC1C[O:45][C:46]1[CH:51]=[CH:50][C:49]([C:52]([C:55]2[CH:60]=[CH:59][C:58]([O:61][CH2:62][CH:63]3[O:65][CH2:64]3)=[CH:57][CH:56]=2)([CH3:54])[CH3:53])=[CH:48][CH:47]=1>CO.C(OCC)(=O)C.C1C=CC=CC=1>[OH:65][CH:63]([CH2:64][N:34]1[C:35]([CH3:38])([CH3:37])[CH2:36][C:29]2([NH:28][C:27](=[O:41])[N:26]([CH2:25][CH2:24][O:23][C:1](=[O:4])[CH2:2][CH2:10][CH2:11][CH2:12][CH2:13][CH2:14][CH2:15][CH2:16][CH2:17][CH2:18][CH3:19])[C:30]2=[O:31])[CH2:32][C:33]1([CH3:39])[CH3:40])[CH2:62][O:61][C:58]1[CH:57]=[CH:56][C:55]([C:52]([C:49]2[CH:48]=[CH:47][C:46]([O:45][CH2:7][CH:5]([OH:9])[CH2:8][N:34]3[C:35]([CH3:38])([CH3:37])[CH2:36][C:29]4([NH:28][C:27](=[O:41])[N:26]([CH2:25][CH2:24][O:23][C:10](=[O:22])[CH2:11][CH2:12][CH2:13][CH2:14][CH2:15][CH2:16][CH2:17][CH2:18][CH2:19][CH2:20][CH3:21])[C:30]4=[O:31])[CH2:32][C:33]3([CH3:40])[CH3:39])=[CH:51][CH:50]=2)([CH3:54])[CH3:53])=[CH:60][CH:59]=1. Procedure details: To a mixed solvent consisting of 1.0 g of ethylene glycol and 1.0 g of t-butanol were added 3.9 g of 3-(2-lauroyloxyethyl)-7,7,9,9-tetramethyl-1,3,8-triazaspiro[4.5]decane-2,4-dione and 1.2 g of 2,2-bis[p-(2,3-epoxypropoxy)phenyl]propane; the mixture was heated at 110°-120° C. for 60 hours and then at 160° C. for an additional 1 hour. After completion of the reaction, benzene was added to the reaction mixture, and the benzene solution was washed with water and condensed by evaporation under redu...